This data is from the Open Reaction Database (ORD), a public repository of structured organic reaction records. The task is: describe an organic reaction: reactants, conditions, products, and yield The reactants are CCOC(C)=O, CC(C)(CC1NC(C(=O)NCCC(O)CO)C(c2cccc(Cl)c2F)C1(C#N)c1ccc(Cl)cc1F)C1=CCN(Cc2ccccc2)CC1. Product: CC(C)(CC1NC(C(=O)NCCC(O)CO)C(c2cccc(Cl)c2F)C1(C#N)c1ccc(Cl)cc1F)C1CCN(Cc2ccccc2)CC1. RXN SMILES: [CH3:50][CH2:51][O:52][C:53](=[O:54])[CH3:55].[OH:1][CH:2]([CH2:3][CH2:4][NH:5][C:6](=[O:7])[CH:8]1[NH:9][CH:10]([CH2:31][C:32]([CH3:33])([CH3:34])[C:35]2=[CH:40][CH2:39][N:38]([CH2:41][c:42]3[cH:43][cH:44][cH:45][cH:46][cH:47]3)[CH2:37][CH2:36]2)[C:11]([C:21]#[N:22])([c:23]2[c:24]([F:30])[cH:25][c:26]([Cl:29])[cH:27][cH:28]2)[CH:12]1[c:13]1[c:14]([F:20])[c:15]([Cl:19])[cH:16][cH:17][cH:18]1)[CH2:48][OH:49]>>[OH:1][CH:2]([CH2:3][CH2:4][NH:5][C:6](=[O:7])[CH:8]1[NH:9][CH:10]([CH2:31][C:32]([CH3:33])([CH3:34])[CH:35]2[CH2:36][CH2:37][N:38]([CH2:41][c:42]3[cH:43][cH:44][cH:45][cH:46][cH:47]3)[CH2:39][CH2:40]2)[C:11]([C:21]#[N:22])([c:23]2[c:24]([F:30])[cH:25][c:26]([Cl:29])[cH:27][cH:28]2)[CH:12]1[c:13]1[c:14]([F:20])[c:15]([Cl:19])[cH:16][cH:17][cH:18]1)[CH2:48][OH:49].